The task is: describe an organic reaction: reactants, conditions, products, and yield. This data is from the Open Reaction Database (ORD), a public repository of structured organic reaction records. Starting materials: COC(CN)OC (2,2-dimethoxyethylamine), OCC1=CC(C(C=N1)OCC1=CC=C(C=C1)OC)=O (6-hydroxymethyl-3-(p-methoxybenzyl)oxy-4-pyridone), C(Cl)(Cl)Cl.CO (chloroform methanol). Run in CO (methanol). Run at time 3 day. The product is C1(=CC=CC=C1)C(OC1=CN(C(=CC1=O)CO)CC(OC)OC)C1=CC=CC=C1 (3-diphenylmethoxy-1-(2,2-dimethoxyethyl)-6-hydroxymethyl-4-pyridone). As a reaction SMILES: [OH:1][CH2:2][C:3]1[N:8]=[CH:7][CH:6]([O:9][CH2:10][C:11]2[CH:16]=[CH:15][C:14](OC)=[CH:13][CH:12]=2)[C:5](=[O:19])[CH:4]=1.[CH3:20][O:21][CH:22]([O:25][CH3:26])[CH2:23]N.C(Cl)(Cl)Cl.CO>CO>[C:11]1([CH:10]([C:11]2[CH:12]=[CH:13][CH:14]=[CH:15][CH:16]=2)[O:9][C:6]2[C:5](=[O:19])[CH:4]=[C:3]([CH2:2][OH:1])[N:8]([CH2:23][CH:22]([O:25][CH3:26])[O:21][CH3:20])[CH:7]=2)[CH:16]=[CH:15][CH:14]=[CH:13][CH:12]=1 |f:2.3|. Reported procedure: To a suspension of 3.33 g of 6-hydroxymethyl-3-(p-methoxybenzyl)oxy-4-pyridone in 20 ml of methanol is added 11.35 g of 2,2-dimethoxyethylamine at room temperature, and the mixture is stirred for 3 days. The reaction mixture is condensed under reduced pressure, and subjected to flash column chromatography on 100 g of Wako-Gel C-300 (manufactured by Wako Pure Chemical Industries, Ltd.) with an eluent of chloroform-methanol (20:1) to perform separation and purification. The title compound is obtai... Reactants: C([O-])([O-])=O.[Na+].[Na+] (sodium carbonate), C1(=CC=CC=C1)C1=CC=C(S1)B(O)O (5-phenyl-2-thiopheneboronic acid), IC1=C(C(=O)N)C=C(C=C1)NC(C(CC)C1=CC=CC=C1)=O (2-Iodo-5-[(2-phenylbutanoyl)amino]benzamide), C(C)(=O)OCC (ethyl acetate). Reagents/catalysts: C=1C=CC(=CC1)[P](C=2C=CC=CC2)(C=3C=CC=CC3)[Pd]([P](C=4C=CC=CC4)(C=5C=CC=CC5)C=6C=CC=CC6)([P](C=7C=CC=CC7)(C=8C=CC=CC8)C=9C=CC=CC9)[P](C=1C=CC=CC1)(C=1C=CC=CC1)C=1C=CC=CC1 (tetrakis(triphenylphosphine)palladium). The solvent is O1CCOCC1 (dioxane). Run at temperature 80 celsius, time 8 hour. Product: C1(=CC=CC=C1)C(C(=O)NC=1C=CC(=C(C(=O)N)C1)C=1SC(=CC1)C1=CC=CC=C1)CC (5-[(2-Phenylbutanoyl)amino]-2-(5-phenyl-2-thienyl)benzamide). Reaction SMILES: C(=O)([O-])[O-].[Na+].[Na+].[C:7]1([C:13]2[S:17][C:16](B(O)O)=[CH:15][CH:14]=2)[CH:12]=[CH:11][CH:10]=[CH:9][CH:8]=1.I[C:22]1[CH:30]=[CH:29][C:28]([NH:31][C:32](=[O:42])[CH:33]([C:36]2[CH:41]=[CH:40][CH:39]=[CH:38][CH:37]=2)[CH2:34][CH3:35])=[CH:27][C:23]=1[C:24]([NH2:26])=[O:25].C(OCC)(=O)C>O1CCOCC1.C1C=CC([P]([Pd]([P](C2C=CC=CC=2)(C2C=CC=CC=2)C2C=CC=CC=2)([P](C2C=CC=CC=2)(C2C=CC=CC=2)C2C=CC=CC=2)[P](C2C=CC=CC=2)(C2C=CC=CC=2)C2C=CC=CC=2)(C2C=CC=CC=2)C2C=CC=CC=2)=CC=1>[C:36]1([CH:33]([CH2:34][CH3:35])[C:32]([NH:31][C:28]2[CH:29]=[CH:30][C:22]([C:16]3[S:17][C:13]([C:7]4[CH:8]=[CH:9][CH:10]=[CH:11][CH:12]=4)=[CH:14][CH:15]=3)=[C:23]([CH:27]=2)[C:24]([NH2:26])=[O:25])=[O:42])[CH:41]=[CH:40][CH:39]=[CH:38][CH:37]=1 |f:0.1.2,^1:58,60,79,98|. Procedure details: 1.5 ml of saturated aqueous sodium carbonate solution, 37 mg (0.18 mmol) of 5-phenyl-2-thiopheneboronic acid and 14 mg (0.01 mmol) of tetrakis(triphenylphosphine)palladium are added to 50 mg (0.12 mmol) of the compound of Example 5A in 3 ml of dioxane. The mixture is stirred at 80° C. overnight and, after addition of 50 ml of ethyl acetate, extracted three times with 50 ml of water. The organic phase is dried over magnesium sulfate and freed of solvent under reduced pressure. The residue is puri...